From a dataset of the Open Reaction Database (ORD), a public repository of structured organic reaction records. describe an organic reaction: reactants, conditions, products, and yield RXN SMILES: [CH:1]([C:4]1[CH:9]=[CH:8][CH:7]=[CH:6][C:5]=1[O:10][CH2:11][O:12][CH2:13][CH2:14][O:15][CH3:16])([CH3:3])[CH3:2].N#C[Br:19]>CCOCC>[Br:19][C:6]1[CH:7]=[CH:8][CH:9]=[C:4]([CH:1]([CH3:3])[CH3:2])[C:5]=1[O:10][CH2:11][O:12][CH2:13][CH2:14][O:15][CH3:16]. The yield is 48.5%. The reactants are C(C)(C)C1=C(C=CC=C1)OCOCCOC (1-isopropyl-2-[(2-methoxyethoxy)methoxy]benzene), N#CBr (cyanogen bromide), ice. Yields the product BrC1=C(C(=CC=C1)C(C)C)OCOCCOC (1-bromo-3-isopropyl-2-[(2-methoxyethoxy)-methoxy]benzene). Procedure details: In dry ether (100 mL) was dissolved 5.18 g (23.1 mmol) of 1-isopropyl-2-[(2-methoxyethoxy)methoxy]benzene obtained in Example 18(1), 22.3 mL (35.7 mmol) of n-butyl lithium-hexane solution (1.60M) was added dropwise to the solution in an ice bath (reaction solution temperature: 5-10° C.), and the mixture was stirred in an ice bath for 5 hours. To the reaction mixture was added 8.20 g (69.7 mmol) of 90% cyanogen bromide while maintaining the reaction solution temperature to 5-10° C. The reaction m... The solvent is CCOCC (ether). Run at temperature 7.5 celsius, time 5 hour.